Dataset: the Open Reaction Database (ORD), a public repository of structured organic reaction records. Task: describe an organic reaction: reactants, conditions, products, and yield Reactants: C(C)C=1C=CC(=NC1)CCOC1=CC=C(C=O)C=C1 (4-[2-(5-ethyl-2-pyridyl)ethoxy]benzaldehyde), S1C(NC(C1)=O)=O (2,4-thiazolidinedione), N1CCCCC1 (piperidine). Run in C(C)O (ethanol). Yields the product C(C)C=1C=CC(=NC1)CCOC(C1=CC=CC=C1)=C1C(NC(S1)=O)=O (5-{[2-(5-ethyl-2-pyridyl)ethoxy]benzylidene}-2,4-thiazolidinedione). Isolated yield 64.0%. RXN SMILES: [CH2:1]([C:3]1[CH:4]=[CH:5][C:6]([CH2:9][CH2:10][O:11][C:12]2[CH:19]=[CH:18][C:15](C=O)=[CH:14][CH:13]=2)=[N:7][CH:8]=1)[CH3:2].[S:20]1[CH2:24][C:23](=[O:25])[NH:22][C:21]1=[O:26].N1CCCC[CH2:28]1>C(O)C>[CH2:1]([C:3]1[CH:4]=[CH:5][C:6]([CH2:9][CH2:10][O:11][C:12](=[C:24]2[S:20][C:21](=[O:26])[NH:22][C:23]2=[O:25])[C:19]2[CH:18]=[CH:15][CH:14]=[CH:13][CH:28]=2)=[N:7][CH:8]=1)[CH3:2]. Procedure: A mixture of 4-[2-(5-ethyl-2-pyridyl)ethoxy]benzaldehyde (2.40 g), 2,4-thiazolidinedione (1.66 g), ethanol (40 ml) and piperidine (0.2 ml) was heated under reflux for 8 hours. The resulting crystals were recrystallized form ethyl acetate to give 2.14 g (64%) of 5-{[2-(5-ethyl-2-pyridyl)ethoxy]benzylidene}-2,4-thiazolidinedione as colorless crystals. m.p.: 165.5°-167° C. The reactants are [K+].[K+].N(=NC(=O)[O-])C(=O)[O-] (azodicarboxylic acid dipotassium salt), C(C)OC(=O)[C@@]1([C@@H](C1)C=C)NC(=O)OC(C)(C)C ((1R,2S)-1-tert-Butoxycarbonylamino-2-vinyl-cyclopropanecarboxylic acid ethyl ester), [K+].[K+].N(=NC(=O)[O-])C(=O)[O-] (Azodicarboxylic acid dipotassium salt), C(C)(=O)O (acetic acid), C(C)(=O)O (Acetic acid). Solvent: CO (methanol), CO (methanol). Reaction conditions: time 1 hour. Yields the product C(C)OC(=O)[C@@]1([C@@H](C1)CC)N ((1R,2R)-1-Amino-2-ethyl-cyclopropanecarboxylic acid ethyl ester). As a reaction SMILES: [CH2:1]([O:3][C:4]([C@@:6]1([NH:11]C(OC(C)(C)C)=O)[CH2:8][C@H:7]1[CH:9]=[CH2:10])=[O:5])[CH3:2].[K+].[K+].N(C([O-])=O)=NC([O-])=O.C(O)(=O)C>CO>[CH2:1]([O:3][C:4]([C@@:6]1([NH2:11])[CH2:8][C@H:7]1[CH2:9][CH3:10])=[O:5])[CH3:2] |f:1.2.3|. Procedure: (1R,2S)-1-tert-Butoxycarbonylamino-2-vinyl-cyclopropanecarboxylic acid ethyl ester (400 mg, 1.57 mmol) was dissolved in methanol (5 ml) and added to a suspension of azodicarboxylic acid dipotassium salt (1.46 g, 7.5 mmol; cf. D. J. Pasto et al., Organic Reactions 40 (1991), 91-155) in methanol (10 ml). Acetic acid (1.12 g, 18.8 mmol) was added in the course of 10 min and the mixture was stirred for 1 h at room temperature. Azodicarboxylic acid dipotassium salt (1.46 g) and acetic acid (1.12 g) w... Starting materials: OCC1=NC=CC=C1 (2-(hydroxymethyl)pyridine), C1(=CC=CC=C1)P(C1=CC=CC=C1)C1=CC=CC=C1 (triphenylphosphine), CCOC(=O)/N=N/C(=O)OCC (diethylazodicarboxylate), NC1=C(C(=O)NCC=2OC3=C(C2)C=CC(=C3)O)C=CC(=N1)COC (2-amino-N-(6-hydroxy-benzofuran-2-ylmethyl)-6-methoxymethyl-nicotinamide), NC1=C(C(=O)NCC=2OC3=C(C2)C=CC(=C3)O)C=CC(=N1)COC (2-amino-N-(6-hydroxy-benzofuran-2-ylmethyl)-6-methoxymethyl-nicotinamide). The solvent is O1CCCC1 (tetrahydrofuran). Reaction conditions: time 30 minute. The product is NC1=C(C(=O)NCC=2OC3=C(C2)C=CC(=C3)OCC3=NC=CC=C3)C=CC(=N1)COC (2-Amino-6-methoxymethyl-N-(6-(pyridin-2-ylmethoxy)-benzofuran-2-ylmethyl)-nicotinamide). RXN SMILES: [NH2:1][C:2]1[N:21]=[C:20]([CH2:22][O:23][CH3:24])[CH:19]=[CH:18][C:3]=1[C:4]([NH:6][CH2:7][C:8]1[O:9][C:10]2[CH:16]=[C:15]([OH:17])[CH:14]=[CH:13][C:11]=2[CH:12]=1)=[O:5].O[CH2:26][C:27]1[CH:32]=[CH:31][CH:30]=[CH:29][N:28]=1.C1(P(C2C=CC=CC=2)C2C=CC=CC=2)C=CC=CC=1.CCOC(/N=N/C(OCC)=O)=O>O1CCCC1>[NH2:1][C:2]1[N:21]=[C:20]([CH2:22][O:23][CH3:24])[CH:19]=[CH:18][C:3]=1[C:4]([NH:6][CH2:7][C:8]1[O:9][C:10]2[CH:16]=[C:15]([O:17][CH2:26][C:27]3[CH:32]=[CH:31][CH:30]=[CH:29][N:28]=3)[CH:14]=[CH:13][C:11]=2[CH:12]=1)=[O:5]. Procedure: To a tetrahydrofuran (2 mL) solution of 2-amino-N-(6-hydroxy-benzofuran-2-ylmethyl)-6-methoxymethyl-nicotinamide (20 mg, 61 μmol) described in Production Example 5-1 were added 2-(hydroxymethyl)pyridine (6.5 μL, 67 μmol), triphenylphosphine (19.2 mg, 73 μmol) and diethylazodicarboxylate (33 μL, 73 μmol) at room temperature, which was stirred at room temperature for 30 minutes. After filtering the reaction solution, the filtrate was purified by reverse phase high-performance liquid chromatography... The reactants are C(C1=CC=CC=C1)OC(N(CCCC=C)CC=C)=O (Allyl-pent-4-enyl-carbamic acid benzyl ester). Reagents/catalysts: C1CCC(CC1)[P+](C2CCCCC2)(C3CCCCC3)C(C4=CC=CC=C4)[P+](C5CCCCC5)(C6CCCCC6)C7CCCCC7.Cl[Ru]Cl (bis(tricyclohexylphosphine)benzylidene ruthenium(IV) dichloride). The solvent is ClCCl (dichloromethane). Yields the product C(C1=CC=CC=C1)OC(=O)N1CCCC=CC1 (2,3,4,7-Tetrahydro-azepine-1-carboxylic acid benzyl ester). Yield: 56.4%. As a reaction SMILES: [CH2:1]([O:8][C:9](=[O:19])[N:10]([CH2:16][CH:17]=[CH2:18])[CH2:11][CH2:12][CH2:13]C=C)[C:2]1[CH:7]=[CH:6][CH:5]=[CH:4][CH:3]=1>ClCCl.C1CCC([P+](C([P+](C2CCCCC2)(C2CCCCC2)C2CCCCC2)C2C=CC=CC=2)(C2CCCCC2)C2CCCCC2)CC1.Cl[Ru]Cl>[CH2:1]([O:8][C:9]([N:10]1[CH2:16][CH:17]=[CH:18][CH2:13][CH2:12][CH2:11]1)=[O:19])[C:2]1[CH:3]=[CH:4][CH:5]=[CH:6][CH:7]=1 |f:2.3|. Reported procedure: Allyl-pent-4-enyl-carbamic acid benzyl ester (15.5 g, 59.8 mmol) was dissolved in dichloromethane and bis(tricyclohexylphosphine)benzylidene ruthenium(IV) dichloride (1 g) was added. The mixture was refluxed under a nitrogen atmosphere until TLC analysis showed complete reaction. The solvent was evaporated under vacuum and the residue was purified by flash chromatography (ethyl acetate/hexane 1:9) to give 2,3,4,7-Tetrahydro-azepine-1-carboxylic acid benzyl ester (7.8 g). Starting materials: C1=CC(=CC=C1O)Br (p-Bromophenol), O (water), C([O-])([O-])=O.[K+].[K+] (potassium carbonate), C(C1=CC=CC=C1)Cl (benzyl chloride). Run in CN(C=O)C (N,N-dimethylformamide). Run at temperature 97.5 celsius. The product is C(C1=CC=CC=C1)OC1=CC=C(C=C1)Br (4-benzyloxybromobenzene). Isolated yield 90.2%. Reaction SMILES: [CH:1]1[C:6]([OH:7])=[CH:5][CH:4]=[C:3]([Br:8])[CH:2]=1.C(=O)([O-])[O-].[K+].[K+].[CH2:15](Cl)[C:16]1[CH:21]=[CH:20][CH:19]=[CH:18][CH:17]=1.O>CN(C)C=O>[CH2:15]([O:7][C:6]1[CH:5]=[CH:4][C:3]([Br:8])=[CH:2][CH:1]=1)[C:16]1[CH:21]=[CH:20][CH:19]=[CH:18][CH:17]=1 |f:1.2.3|. Procedure details: p-Bromophenol (25.0 g) and anhydrous potassium carbonate (20.0 g) were suspended in N,N-dimethylformamide (250 mL). To the suspension was added dropwise benzyl chloride (20.2 g) at room temperature. After heating at 95 to 100° C. for one hour, the reaction mixture was cooled to room temperature and water (400 mL) was added. After extraction with ethyl acetate, the organic layer was washed with saturated saline and dried over anhydrous sodium sulfate. The solvent was evaporated under a reduced pr... Reactants: CS(=O)(=O)OC[C@@H](O)[C@H](O)COS(=O)(=O)C (D-threitol 1,4-bis(methanesulfonate)), C=O (formaldehyde), S(O)(O)(=O)=O (sulfuric acid). The product is CS(=O)(=O)OC[C@@]1(O)[C@H](OC1)COS(=O)(=O)C (2,3-O-methylene-D-threitol 1,4-bis(methanesulfonate)). Isolated yield 61.0%. RXN SMILES: [CH3:1][S:2]([O:5][CH2:6][C@H:7]([C@@H:9]([CH2:11][O:12][S:13]([CH3:16])(=[O:15])=[O:14])[OH:10])[OH:8])(=[O:4])=[O:3].[CH2:17]=O.S(=O)(=O)(O)O>>[CH3:16][S:13]([O:12][CH2:11][C@@:9]1([CH2:17][O:8][C@@H:7]1[CH2:6][O:5][S:2]([CH3:1])(=[O:3])=[O:4])[OH:10])(=[O:15])=[O:14]. Procedure details: D-threitol 1,4-bis(methanesulfonate) was reacted with formaldehyde and concentrated sulfuric acid as described in J. Med. Chem., 7, 14 (1964) to yield 2,3-O-methylene-D-threitol 1,4-bis(methanesulfonate) in 61% yield. Starting materials: O=C([O-])[O-], CCCCc1c(C(=O)OCC)cc(O)c2ccc(OC)cc12, CI, CC(C)=O, [K+], [K+]. The product is CCCCc1c(C(=O)OCC)cc(OC)c2ccc(OC)cc12. RXN SMILES: [C:25](=[O:26])([O-:27])[O-:28].[CH2:1]([CH3:2])[O:3][C:4](=[O:5])[c:6]1[c:7]([CH2:19][CH2:20][CH2:21][CH3:22])[c:8]2[cH:9][c:10]([O:17][CH3:18])[cH:11][cH:12][c:13]2[c:14]([OH:16])[cH:15]1.[CH3:23][I:24].[CH3:31][C:32](=[O:33])[CH3:34].[K+:29].[K+:30]>>[CH2:1]([CH3:2])[O:3][C:4](=[O:5])[c:6]1[c:7]([CH2:19][CH2:20][CH2:21][CH3:22])[c:8]2[cH:9][c:10]([O:17][CH3:18])[cH:11][cH:12][c:13]2[c:14]([O:16][CH3:25])[cH:15]1.